Task: describe an organic reaction: reactants, conditions, products, and yield. Dataset: the Open Reaction Database (ORD), a public repository of structured organic reaction records Starting materials: FC(C(=O)O)(F)F.ClC1=CC=C(C=C1)C1C(N=C(N1)C1=C(C=C(C=C1)OC)OCC)C1CCCC1 (5-(4-Chloro-phenyl)-4-cyclopentyl-2-(2-ethoxy-4-methoxy-phenyl)-4,5-dihydro-1H-imidazole, trifluoroacetate salt), ClC1=CC=C(C=C1)C1C(N=C(N1C(=O)N1CCN(CC1)C)C1=C(C=C(C=C1)OC)OCC)CC1CCCC1 ([5-(4-chloro-phenyl)-4-cyclopentylmethyl-2-(2-ethoxy-4-methoxy-phenyl)-4,5-dihydro-imidazol-1-yl]-(4-methyl-piperazin-1-yl)-methanone). Product: ClC1=CC=C(C=C1)C1C(N=C(N1C(=O)N1CCN(CC1)C)C1=C(C=C(C=C1)OC)OCC)C1CCCC1 ([5-(4-Chloro-phenyl)-4-cyclopentyl-2-(2-ethoxy-4-methoxy-phenyl)-4,5-dihydro-imidazol-1-yl]-(4-methyl-piperazin-1-yl)-methanone). RXN SMILES: FC(F)(F)C(O)=O.ClC1C=CC(C2NC(C3C=CC(OC)=CC=3OCC)=NC2C2CCCC2)=CC=1.[Cl:36][C:37]1[CH:42]=[CH:41][C:40]([CH:43]2[N:47]([C:48]([N:50]3[CH2:55][CH2:54][N:53]([CH3:56])[CH2:52][CH2:51]3)=[O:49])[C:46]([C:57]3[CH:62]=[CH:61][C:60]([O:63][CH3:64])=[CH:59][C:58]=3[O:65][CH2:66][CH3:67])=[N:45][CH:44]2[CH2:68][CH:69]2C[CH2:72][CH2:71][CH2:70]2)=[CH:39][CH:38]=1>>[Cl:36][C:37]1[CH:38]=[CH:39][C:40]([CH:43]2[N:47]([C:48]([N:50]3[CH2:51][CH2:52][N:53]([CH3:56])[CH2:54][CH2:55]3)=[O:49])[C:46]([C:57]3[CH:62]=[CH:61][C:60]([O:63][CH3:64])=[CH:59][C:58]=3[O:65][CH2:66][CH3:67])=[N:45][CH:44]2[CH:68]2[CH2:72][CH2:71][CH2:70][CH2:69]2)=[CH:41][CH:42]=1 |f:0.1|. Reported procedure: [5-(4-Chloro-phenyl)-4-cyclopentyl-2-(2-ethoxy-4-methoxy-phenyl)-4,5-dihydro-imidazol-1-yl]-(4-methyl-piperazin-1-yl)-methanone was prepared from 5-(4-chloro-phenyl)-4-cyclopentyl-2-(2-ethoxy-4-methoxy-phenyl)-4,5-dihydro-1H-imidazole, trifluoroacetate salt (Example 19) in an analogous manner as described for the preparation of [5-(4-chloro-phenyl)-4-cyclopentylmethyl-2-(2-ethoxy-4-methoxy-phenyl)-4,5-dihydro-imidazol-1-yl]-(4-methyl-piperazin-1-yl)-methanone (Example 24). HR-MS (ES, m/z) observ... The reactants are CNC1CCN(C(=O)OC(C)(C)C)CC1, O=C(NC(Cc1ccc(F)cc1)C(=O)O)c1cc2cc(Cl)ncc2[nH]1. Product: CC(C)(C)OC(=O)N1CCC(NCC(=O)C(Cc2ccc(F)cc2)NC(=O)c2cc3cc(Cl)ncc3[nH]2)CC1. Reaction SMILES: [C:26]([CH3:27])([CH3:28])([CH3:29])[O:30][C:31](=[O:32])[N:33]1[CH2:34][CH2:35][CH:36]([NH:39][CH3:40])[CH2:37][CH2:38]1.[Cl:1][c:2]1[cH:3][c:4]2[c:5]([cH:6][n:7]1)[nH:8][c:9]([C:11](=[O:12])[NH:13][CH:14]([C:15](=[O:16])[OH:17])[CH2:18][c:19]1[cH:20][cH:21][c:22]([F:25])[cH:23][cH:24]1)[cH:10]2>>[Cl:1][c:2]1[cH:3][c:4]2[c:5]([cH:6][n:7]1)[nH:8][c:9]([C:11](=[O:12])[NH:13][CH:14]([C:15](=[O:16])[CH2:40][NH:39][CH:36]1[CH2:35][CH2:34][N:33]([C:31]([O:30][C:26]([CH3:27])([CH3:28])[CH3:29])=[O:32])[CH2:38][CH2:37]1)[CH2:18][c:19]1[cH:20][cH:21][c:22]([F:25])[cH:23][cH:24]1)[cH:10]2. Reactants: COc1cc(CCc2c[nH]c(=O)c3ccccc23)ccn1, CC#N, CCOC(C)=O, Cl, N, C1COCCO1, O, O=P(Cl)(Cl)Cl. Yields the product COc1cc(CCc2cnc(Cl)c3ccccc23)ccn1. Reaction SMILES: [CH3:1][O:2][c:3]1[n:4][cH:5][cH:6][c:7]([CH2:9][CH2:10][c:11]2[cH:12][nH:13][c:14](=[O:21])[c:15]3[cH:16][cH:17][cH:18][cH:19][c:20]23)[cH:8]1.[CH3:30][C:31]#[N:32].[CH3:39][CH2:40][O:41][C:42]([CH3:43])=[O:44].[ClH:27].[NH3:29].[O:33]1[CH2:34][CH2:35][O:36][CH2:37][CH2:38]1.[OH2:28].[P:22]([Cl:23])([Cl:24])([Cl:25])=[O:26]>>[CH3:1][O:2][c:3]1[n:4][cH:5][cH:6][c:7]([CH2:9][CH2:10][c:11]2[cH:12][n:13][c:14]([Cl:24])[c:15]3[cH:16][cH:17][cH:18][cH:19][c:20]23)[cH:8]1. The reactants are C1(=CC=C(C=C1)S(=O)(=O)[O-])C.[NH+]1=CC=CC=C1 (pyridinium 4-toluensulfonate), COC1=CC=C(C=C1)O (4-methoxyphenol), O1C(CCCC1)OC(COC(C1=CC=C(C=C1)OC(C1=C(C=CC=C1)OCCCCCCOC(C=C)=O)=O)=O)C1=CC=CC=C1 (4-(6-acryloyloxyhexyloxybenzoyloxy)benzoic acid 2-(tetrahydropyran-2-yloxy)-2-phenyl-ethyl ester). Solvent: C(C)O (ethanol). Run at temperature 55 celsius. Yields the product OC(COC(C1=CC=C(C=C1)OC(C1=C(C=CC=C1)OCCCCCCOC(C=C)=O)=O)=O)C1=CC=CC=C1 (4-(6-acryloyloxyhexyloxybenzoyloxy)benzoic acid 2-hydroxy-2-phenyl-ethyl ester). RXN SMILES: O1CCCCC1[O:7][CH:8]([C:40]1[CH:45]=[CH:44][CH:43]=[CH:42][CH:41]=1)[CH2:9][O:10][C:11](=[O:39])[C:12]1[CH:17]=[CH:16][C:15]([O:18][C:19](=[O:38])[C:20]2[CH:25]=[CH:24][CH:23]=[CH:22][C:21]=2[O:26][CH2:27][CH2:28][CH2:29][CH2:30][CH2:31][CH2:32][O:33][C:34](=[O:37])[CH:35]=[CH2:36])=[CH:14][CH:13]=1.C1(C)C=CC(S([O-])(=O)=O)=CC=1.[NH+]1C=CC=CC=1.COC1C=CC(O)=CC=1>C(O)C>[OH:7][CH:8]([C:40]1[CH:41]=[CH:42][CH:43]=[CH:44][CH:45]=1)[CH2:9][O:10][C:11](=[O:39])[C:12]1[CH:13]=[CH:14][C:15]([O:18][C:19](=[O:38])[C:20]2[CH:25]=[CH:24][CH:23]=[CH:22][C:21]=2[O:26][CH2:27][CH2:28][CH2:29][CH2:30][CH2:31][CH2:32][O:33][C:34](=[O:37])[CH:35]=[CH2:36])=[CH:16][CH:17]=1 |f:1.2|. Procedure: The crude (R)-4-(4-(6-acryloyloxyhexyloxybenzoyloxy)benzoic acid 2-(tetrahydropyran-2-yloxy)-2-phenyl-ethyl ester (11) was dissolved in 35 ml of ethanol and 0.25 g (1 mmole) of pyridinium 4-toluensulfonate and 40 mg of 4-methoxyphenol were added. The mixture was heated at 55° C. for 15 h. After cooling to 0° C. the product precipitated. 3.2 g of a white solid was obtained (60%).